This data is from the Open Reaction Database (ORD), a public repository of structured organic reaction records. The task is: describe an organic reaction: reactants, conditions, products, and yield The reactants are cuprous chloride, Cl (HCl), O (water), [OH-].[NH4+] (ammonium hydroxide), [N+](=O)([O-])[O-].[Na+] (sodium nitrate), C(=O)NC(CC1=CC(=CC=C1)N)(C)C1=CC=CC=C1 (N-formyl-1-(3-aminophenyl)-2-phenyl-2-propylamine). Run in S(O)(O)(=O)=O (sulphuric acid), C(C)(=O)O (acetic acid). Conditions: time 2.5 hour. Yields the product C(=O)NC(CC1=CC(=CC=C1)Cl)(C)C1=CC=CC=C1 (N-formyl-1-(3-chlorophenyl)-2-phenyl-2-propylamine). RXN SMILES: [N+]([O-])([O-])=O.[Na+].[CH:6]([NH:8][C:9]([C:19]1[CH:24]=[CH:23][CH:22]=[CH:21][CH:20]=1)([CH3:18])[CH2:10][C:11]1[CH:16]=[CH:15][CH:14]=[C:13](N)[CH:12]=1)=[O:7].O.[OH-].[NH4+].[ClH:28]>S(=O)(=O)(O)O.C(O)(=O)C>[CH:6]([NH:8][C:9]([C:19]1[CH:24]=[CH:23][CH:22]=[CH:21][CH:20]=1)([CH3:18])[CH2:10][C:11]1[CH:16]=[CH:15][CH:14]=[C:13]([Cl:28])[CH:12]=1)=[O:7] |f:0.1,4.5|. Procedure: To a solution of N-formyl-1-(3-nitrophenyl)-2-phenyl-2-propylamine (5.0 g, 0.017 mol) in methanol (200 ml) was added 10% Pd/C catalyst (0.5 g) and the mixture hydrogenated at 50psi in a Parr apparatus for 3 hours. The catalyst was removed by filtration and the solvent evaporated to a white solid, 4.6 g. This solid was recrystallised from isopropanol (50 ml) to give 2.6 g of N-formyl-1-(3-aminophenyl)-2-phenyl-2-propylamine, mp 114°-115° C. To a stirred solution of sodium nitrate (2.0 g, 0.03 mol...